Dataset: the Open Reaction Database (ORD), a public repository of structured organic reaction records. Task: describe an organic reaction: reactants, conditions, products, and yield Starting materials: C(CCC)Br (butyl bromide), OC=1C=C(C(=O)OCC)C=CC1 (ethyl 3-hydroxybenzoate), C([O-])([O-])=O.[K+].[K+] (potassium carbonate), C(CC)OC=1C=C(C(=O)O)C=CC1 (3-Propoxy-benzoic acid). Product: C(CCC)OC=1C=C(C(=O)O)C=CC1 (3-butoxy-benzoic acid). Reaction SMILES: [CH2:1](Br)[CH2:2][CH2:3][CH3:4].[OH:6][C:7]1[CH:8]=[C:9]([CH:15]=[CH:16][CH:17]=1)[C:10]([O:12]CC)=[O:11].C(=O)([O-])[O-].[K+].[K+].C(OC1C=C(C=CC=1)C(O)=O)CC>>[CH2:1]([O:6][C:7]1[CH:8]=[C:9]([CH:15]=[CH:16][CH:17]=1)[C:10]([OH:12])=[O:11])[CH2:2][CH2:3][CH3:4] |f:2.3.4|. Reported procedure: The reaction of butyl bromide and ethyl 3-hydroxybenzoate in the presence of potassium carbonate was performed as described for Compound 24 to give 3-butoxy-benzoic acid as white powder. 1H-NMR (400 MHz, d6-DMSO): 12.93 (s, COOH); 7.48 (m, 1 arom. H); 7.40 (m, 2 arom. H); 7.12 (m, 1 arom. H); 3.97 (t, CH3CH2CH2CH2O); 1.69 (m, CH3CH2CH2CH2O); 1.42 (m, CH3CH2CH2CH2O); 0.91 (t, CH3CH2CH2CH2O). 13C-NMR (100 MHz, d6-DMSO): 167.12 (—C═O); 158.63; 132.13; 129.67; 121.40; 119.31; 114.41; 67.30; 30.64; 1...